Dataset: the Open Reaction Database (ORD), a public repository of structured organic reaction records. Task: describe an organic reaction: reactants, conditions, products, and yield RXN SMILES: [Br:1][c:2]1[cH:3][cH:4][c:5]([Cl:20])[c:6]([C:8](=[O:9])[c:10]2[cH:11][cH:12][c:13]([CH2:16][CH2:17][CH2:18][Br:19])[cH:14][cH:15]2)[cH:7]1.[F:21][C:22]([F:23])([F:24])[C:25]([OH:26])=[O:27]>>[Br:1][c:2]1[cH:3][cH:4][c:5]([Cl:20])[c:6]([CH2:8][c:10]2[cH:11][cH:12][c:13]([CH2:16][CH2:17][CH2:18][Br:19])[cH:14][cH:15]2)[cH:7]1. Yields the product Clc1ccc(Br)cc1Cc1ccc(CCCBr)cc1. Reactants: O=C(c1ccc(CCCBr)cc1)c1cc(Br)ccc1Cl, O=C(O)C(F)(F)F. The reactants are CC(=O)O[BH-](OC(C)=O)OC(C)=O, CN(C)C1(c2ccccc2)CCC(=O)CC1, CC(=O)O, ClCCCl, Nc1ccc2c(c1)CCC2, [Na+]. The product is CN(C)C1(c2ccccc2)CCC(Nc2ccc3c(c2)CCC3)CC1. RXN SMILES: [C:31]([O:32][BH-:33]([O:34][C:35](=[O:36])[CH3:37])[O:38][C:39](=[O:40])[CH3:41])(=[O:42])[CH3:43].[CH3:11][N:12]([C:13]1([c:20]2[cH:21][cH:22][cH:23][cH:24][cH:25]2)[CH2:14][CH2:15][C:16](=[O:19])[CH2:17][CH2:18]1)[CH3:26].[CH3:27][C:28](=[O:29])[OH:30].[Cl:45][CH2:46][CH2:47][Cl:48].[NH2:1][c:2]1[cH:3][c:4]2[c:8]([cH:9][cH:10]1)[CH2:7][CH2:6][CH2:5]2.[Na+:44]>>[NH:1]([c:2]1[cH:3][c:4]2[c:8]([cH:9][cH:10]1)[CH2:7][CH2:6][CH2:5]2)[CH:16]1[CH2:15][CH2:14][C:13]([N:12]([CH3:11])[CH3:26])([c:20]2[cH:21][cH:22][cH:23][cH:24][cH:25]2)[CH2:18][CH2:17]1. Starting materials: C1(=CCCC2=CC=CC=C12)C1=CC=C(C(=O)O)C=C1 (4-(3,4-Dihydro-naphthalen-1-yl)-benzoic acid), C=1C=CN2C1CNC1=C(C2)C=CC=C1 (10,11-dihydro-5H-pyrrolo[2,1-c][1,4]benzodiazepine). The product is C=1C=CN2C1CN(C1=C(C2)C=CC=C1)C(=O)C1=CC=C(C=C1)C1=CCCC2=CC=CC=C12 ((10,11-Dihydro-5H-pyrrolo[2,1-c][1,4]benzodiazepin-10-yl)-[4-(3,4-dihydro-naphthalen-1-yl)-phenyl]-methanone). Yield: 51.0%. RXN SMILES: [C:1]1([C:11]2[CH:19]=[CH:18][C:14]([C:15](O)=[O:16])=[CH:13][CH:12]=2)[C:10]2[C:5](=[CH:6][CH:7]=[CH:8][CH:9]=2)[CH2:4][CH2:3][CH:2]=1.[CH:20]1[CH:21]=[CH:22][N:23]2[CH2:29][C:28]3[CH:30]=[CH:31][CH:32]=[CH:33][C:27]=3[NH:26][CH2:25][C:24]=12>>[CH:20]1[CH:21]=[CH:22][N:23]2[CH2:29][C:28]3[CH:30]=[CH:31][CH:32]=[CH:33][C:27]=3[N:26]([C:15]([C:14]3[CH:13]=[CH:12][C:11]([C:1]4[C:10]5[C:5](=[CH:6][CH:7]=[CH:8][CH:9]=5)[CH2:4][CH2:3][CH:2]=4)=[CH:19][CH:18]=3)=[O:16])[CH2:25][C:24]=12. Procedure: 4-(3,4-Dihydro-naphthalen-1-yl)-benzoic acid of Step B (0.280 g, 1.12 mmol) and 10,11-dihydro-5H-pyrrolo[2,1-c][1,4]benzodiazepine (0.227 g, 1.23 mmol) were reacted in the manner of Example 15, Step D. Recrystallization from petroleum ether afforded the title compound (0.238 g) as white crystals, m.p. 166° C. Reactants: CN(C=1C=C(C(=O)NC=2C=CC(=C(NC3=NC=NC(=C3)Cl)C2)C)C=CC1)C (4-[5-(3-dimethylaminobenzamido)-2-methylanilino]-6-chloropyrimidine), N1(CCCC1)CCCN (3-pyrrolidin-1-ylpropylamine), C(C)(C)N(C(C)C)CC (N,N-di-isopropylethylamine). The solvent is C(CCC)O (n-butanol). Product: CN(C=1C=C(C(=O)NC=2C=CC(=C(NC3=NC=NC(=C3)NCCCN3CCCC3)C2)C)C=CC1)C (4-[5-(3-dimethylaminobenzamido)-2-methylanilino]-6-(3-pyrrolidin-1-ylpropylamino)pyrimidine). RXN SMILES: [CH3:1][N:2]([CH3:27])[C:3]1[CH:4]=[C:5]([CH:24]=[CH:25][CH:26]=1)[C:6]([NH:8][C:9]1[CH:10]=[CH:11][C:12]([CH3:23])=[C:13]([CH:22]=1)[NH:14][C:15]1[CH:20]=[C:19](Cl)[N:18]=[CH:17][N:16]=1)=[O:7].[N:28]1([CH2:33][CH2:34][CH2:35][NH2:36])[CH2:32][CH2:31][CH2:30][CH2:29]1.C(N(CC)C(C)C)(C)C>C(O)CCC>[CH3:1][N:2]([CH3:27])[C:3]1[CH:4]=[C:5]([CH:24]=[CH:25][CH:26]=1)[C:6]([NH:8][C:9]1[CH:10]=[CH:11][C:12]([CH3:23])=[C:13]([CH:22]=1)[NH:14][C:15]1[CH:20]=[C:19]([NH:36][CH2:35][CH2:34][CH2:33][N:28]2[CH2:32][CH2:31][CH2:30][CH2:29]2)[N:18]=[CH:17][N:16]=1)=[O:7]. Procedure details: A mixture of 4-[5-(3-dimethylaminobenzamido)-2-methylanilino]-6-chloropyrimidine (0.114 g), 3-pyrrolidin-1-ylpropylamine (0.95 ml), N,N-di-isopropylethylamine (0.063 ml) and n-butanol (2 ml) was stirred and heated to reflux for 18 hours. The mixture was evaporated and the residue was purified by column chromatography on silica using a 10:1 mixture of ethyl acetate and methanol as eluent. There was thus obtained the title compound (0.124 g); NMR Spectrum: (DMSOd6) 1.59 (m, 6H), 2.15 (s, 3H), 2.34...